Dataset: the Open Reaction Database (ORD), a public repository of structured organic reaction records. Task: describe an organic reaction: reactants, conditions, products, and yield The reactants are CCc1cc2cc(N)cnc2[nH]1, CCN=C=NCCCN(C)C, CCCS(=O)(=O)Nc1ccc(F)c(C(=O)O)c1F, CN(C)C=O, On1nnc2ccccc21. Product: CCCS(=O)(=O)Nc1ccc(F)c(C(=O)Nc2cnc3[nH]c(CC)cc3c2)c1F. Reaction SMILES: [CH2:1]([CH3:2])[c:3]1[cH:4][c:5]2[c:6]([n:7][cH:8][c:9]([NH2:11])[cH:10]2)[nH:12]1.[CH3:31][CH2:32][N:33]=[C:34]=[N:35][CH2:36][CH2:37][CH2:38][N:39]([CH3:40])[CH3:41].[F:13][c:14]1[c:15]([C:16](=[O:17])[OH:18])[c:19]([F:30])[cH:20][cH:21][c:22]1[NH:23][S:24](=[O:25])(=[O:26])[CH2:27][CH2:28][CH3:29].[O:52]=[CH:53][N:54]([CH3:55])[CH3:56].[OH:42][n:43]1[c:44]2[c:45]([cH:46][cH:47][cH:48][cH:49]2)[n:50][n:51]1>>[CH2:1]([CH3:2])[c:3]1[cH:4][c:5]2[c:6]([n:7][cH:8][c:9]([NH:11][C:16]([c:15]3[c:14]([F:13])[c:22]([NH:23][S:24](=[O:25])(=[O:26])[CH2:27][CH2:28][CH3:29])[cH:21][cH:20][c:19]3[F:30])=[O:17])[cH:10]2)[nH:12]1.